Dataset: the Open Reaction Database (ORD), a public repository of structured organic reaction records. Task: describe an organic reaction: reactants, conditions, products, and yield Isolated yield 27.1%. Starting materials: BrC=1C=C2C(=CC1)OC(CC21N=C(N(C1=O)C)SC)C=1SC=CC1 (6-bromo-1′-methyl-2′-(methylthio)-2-(thiophen-2-yl)spiro[chroman-4,4′-imidazol]-5′(1′H)-one), [NH4+].[I-] (NH4I), N.CCO (NH3 EtOH). Product: NC=1N(C(C2(N1)CC(OC1=CC=C(C=C12)Br)C=1SC=CC1)=O)C (2′-amino-6-bromo-1′-methyl-2-(thiophen-2-yl)spiro[chroman-4,4′-imidazol]-5′(1′H)-one). Reported procedure: A solution of 6-bromo-1′-methyl-2′-(methylthio)-2-(thiophen-2-yl)spiro[chroman-4,4′-imidazol]-5′(1′H)-one (20 mg, 0.047 mmol), NH4I (13.7 mg, 0.094 mmol) in a solution of NH3/EtOH (2 mL, 2 N) was heated at 110° C. in a tube in a microwave reactor for 2-2.5 h. After cooling, the mixture was concentrated in vacuum to give the residue, which was purified by preparative TLC to afford 2′-amino-6-bromo-1′-methyl-2-(thiophen-2-yl)spiro[chroman-4,4′-imidazol]-5′(1′H)-one (5 mg, 20%). 1H-NMR (CDCl3): 2.5... Reaction SMILES: [Br:1][C:2]1[CH:3]=[C:4]2[C:11]3([C:15](=[O:16])[N:14]([CH3:17])[C:13](SC)=[N:12]3)[CH2:10][CH:9]([C:20]3[S:21][CH:22]=[CH:23][CH:24]=3)[O:8][C:5]2=[CH:6][CH:7]=1.[NH4+:25].[I-].N.CCO>>[NH2:25][C:13]1[N:14]([CH3:17])[C:15](=[O:16])[C:11]2([C:4]3[C:5](=[CH:6][CH:7]=[C:2]([Br:1])[CH:3]=3)[O:8][CH:9]([C:20]3[S:21][CH:22]=[CH:23][CH:24]=3)[CH2:10]2)[N:12]=1 |f:1.2,3.4|.